This data is from the Open Reaction Database (ORD), a public repository of structured organic reaction records. The task is: describe an organic reaction: reactants, conditions, products, and yield The reactants are [Mg] (magnesium), borinic acids, Grignard reagent, B(OC)(OC)OC (trimethyl borate), C([O-])([O-])=O.[K+].[K+] (potassium carbonate), boronic anhydride, BrC1=C(C=CC(=C1)F)OC1OCCCC1 (2-bromo-4-fluoro-1-(tetrahydropyran-2-yloxy)benzene), Grignard reagent. Run in C1CCOC1 (THF), O (water), C1CCOC1 (THF). Yields the product FC=1C=CC(=C(C1)B(O)O)OC1OCCCC1 (5-Fluoro-2-(tetrahydropyran-2-yloxy)benzeneboronic acid). As a reaction SMILES: [Mg].Br[C:3]1[CH:8]=[C:7]([F:9])[CH:6]=[CH:5][C:4]=1[O:10][CH:11]1[CH2:16][CH2:15][CH2:14][CH2:13][O:12]1.[B:17](OC)([O:20]C)[O:18]C.C(=O)([O-])[O-].[K+].[K+]>C1COCC1.O>[F:9][C:7]1[CH:6]=[CH:5][C:4]([O:10][CH:11]2[CH2:16][CH2:15][CH2:14][CH2:13][O:12]2)=[C:3]([B:17]([OH:20])[OH:18])[CH:8]=1 |f:3.4.5|. Procedure: 48.6 g (2.00 mol) of magnesium and 510 g (1.85 mol) of 2-bromo-4-fluoro-1-(tetrahydropyran-2-yloxy)benzene in 1250 ml of THF were used to prepare a Grignard reagent. This Grignard reagent was slowly added dropwise at −78° C. to a mixture of 241.6 ml (2.00 mol) of trimethyl borate in 500 ml of THF. On completion of addition, the reaction mixture was allowed to warm to room temperature and was hydrolyzed by addition of 100 ml of saturated potassium carbonate solution and 1000 ml of water. The orga... Starting materials: Cc1ccc(S(=O)(=O)O)cc1, Clc1nsc(-c2ccccc2)n1, Cc1cc2c(cn1)cc(-c1cc(N)ccc1C)c(=O)n2C, C1COCCO1. Yields the product Cc1cc2c(cn1)cc(-c1cc(Nc3nsc(-c4ccccc4)n3)ccc1C)c(=O)n2C. Reaction SMILES: [CH3:34][c:35]1[cH:36][cH:37][c:38]([S:39]([OH:40])(=[O:41])=[O:42])[cH:43][cH:44]1.[Cl:22][c:23]1[n:24][s:25][c:26](-[c:28]2[cH:29][cH:30][cH:31][cH:32][cH:33]2)[n:27]1.[NH2:1][c:2]1[cH:3][cH:4][c:5]([CH3:21])[c:6](-[c:8]2[c:9](=[O:20])[n:10]([CH3:19])[c:11]3[cH:12][c:13]([CH3:18])[n:14][cH:15][c:16]3[cH:17]2)[cH:7]1.[O:45]1[CH2:46][CH2:47][O:48][CH2:49][CH2:50]1>>[NH:1]([c:2]1[cH:3][cH:4][c:5]([CH3:21])[c:6](-[c:8]2[c:9](=[O:20])[n:10]([CH3:19])[c:11]3[cH:12][c:13]([CH3:18])[n:14][cH:15][c:16]3[cH:17]2)[cH:7]1)[c:23]1[n:24][s:25][c:26](-[c:28]2[cH:29][cH:30][cH:31][cH:32][cH:33]2)[n:27]1. The reactants are CN(C)C=O (DMF), CS(=O)(=O)OCC=1OC(=NN1)[C@H]1N(CCC1)C(C(C1(CC(CC(C1)(C)C)(C)C)O)(F)F)=O ((S)-(5-(1-(2,2-Difluoro-2-(1-hydroxy-3,3,5,5-tetramethylcyclohexyl)acetyl)pyrrolidin-2-yl)-1,3,4-oxadiazol-2-yl)methyl methanesulfonate), C1(=CC=CC=C1)O (phenol), C(=O)([O-])[O-].[K+].[K+] (K2CO3). Solvent: O (water). Reaction conditions: temperature 50 celsius, time 3.5 hour. The product is FC(C(=O)N1[C@@H](CCC1)C=1OC(=NN1)COC1=CC=CC=C1)(C1(CC(CC(C1)(C)C)(C)C)O)F ((S)-2,2-Difluoro-2-(1-hydroxy-3,3,5,5-tetramethylcyclohexyl)-1-(2-(5-(phenoxymethyl)-1,3,4-oxadiazol-2-yl)pyrrolidin-1-yl)ethanone). Yield: 97.6%. Reaction SMILES: CN(C=O)C.CS([O:10][CH2:11][C:12]1[O:13][C:14]([C@@H:17]2[CH2:21][CH2:20][CH2:19][N:18]2[C:22](=[O:37])[C:23]([F:36])([F:35])[C:24]2([OH:34])[CH2:29][C:28]([CH3:31])([CH3:30])[CH2:27][C:26]([CH3:33])([CH3:32])[CH2:25]2)=[N:15][N:16]=1)(=O)=O.[C:38]1(O)[CH:43]=[CH:42][CH:41]=[CH:40][CH:39]=1.C([O-])([O-])=O.[K+].[K+]>O>[F:35][C:23]([F:36])([C:24]1([OH:34])[CH2:29][C:28]([CH3:31])([CH3:30])[CH2:27][C:26]([CH3:33])([CH3:32])[CH2:25]1)[C:22]([N:18]1[CH2:19][CH2:20][CH2:21][C@H:17]1[C:14]1[O:13][C:12]([CH2:11][O:10][C:38]2[CH:43]=[CH:42][CH:41]=[CH:40][CH:39]=2)=[N:16][N:15]=1)=[O:37] |f:3.4.5|. Procedure: To a DMF (1.0 mL) solution of the compound (32.5 mg) obtained in Example 9-(6) and phenol (13 mg), K2CO3 (37 mg) was added and the mixture was stirred at 50° C. for 3.5 hours. The reaction mixture was added to water (20 mL) and the organic layer extracted with AcOEt (20 mL×2) was dried (MgSO4), filtered and concentrated to give a crude product, which was further purified by silica gel chromatography (AcOEt/hexane) to give the titled compound (31.6 mg, colorless amorphous.) Starting materials: C(=O)[C@H]1N(CCC1)C(=O)OC(C)(C)C ((S)-tert-butyl 2-formylpyrrolidine-1-carboxylate), C(C)OP(=O)(OCC)CC1=CC=C(C(=O)OC)C=C1 (methyl 4-((diethoxyphosphoryl)methyl)benzoate), resultant solution, C[Si](C)(C)[N-][Si](C)(C)C.[Li+] (lithium bis(trimethylsilyl)amide). The solvent is C1CCOC1 (THF), C1CCOC1 (THF). Reaction conditions: temperature -78 celsius. The product is COC(=O)C1=CC=C(/C=C/[C@H]2N(CCC2)C(=O)OC(C)(C)C)C=C1 ((S,E)-tert-butyl 2-(4-(methoxycarbonyl)styryl)pyrrolidine-1-carboxylate). Isolated yield 61.6%. RXN SMILES: C(OP([CH2:9][C:10]1[CH:19]=[CH:18][C:13]([C:14]([O:16][CH3:17])=[O:15])=[CH:12][CH:11]=1)(OCC)=O)C.C[Si]([N-][Si](C)(C)C)(C)C.[Li+].[CH:30]([C@@H:32]1[CH2:36][CH2:35][CH2:34][N:33]1[C:37]([O:39][C:40]([CH3:43])([CH3:42])[CH3:41])=[O:38])=O>C1COCC1>[CH3:17][O:16][C:14]([C:13]1[CH:12]=[CH:11][C:10](/[CH:9]=[CH:30]/[C@@H:32]2[CH2:36][CH2:35][CH2:34][N:33]2[C:37]([O:39][C:40]([CH3:41])([CH3:43])[CH3:42])=[O:38])=[CH:19][CH:18]=1)=[O:15] |f:1.2|. Procedure: To a solution of the product of Example 149A (4.02 g, 14.05 mmol) dissolved in THF (50 mL) and cooled to −78° C. was added lithium bis(trimethylsilyl)amide (1.0M in THF, 12.05 mL, 12.05 mmol) dropwise and the resultant solution stirred at −78° C. for 1 additional hour. Afterwards a solution of (S)-tert-butyl 2-formylpyrrolidine-1-carboxylate (2.0 g, 10.04 mmol) in THF (20 mL) was added dropwise, the cooling bath was then removed and after the reaction reached room temperature it was maintained a... The reactants are C1(=CC=CC=C1)[C@H](O)[C@@H]1CN(CCO1)CC1=CC=CC=C1 ((S)-Phenyl[(2S)-4-(phenylmethyl)morpholin-2-yl]methanol), [Br-].[Br-].C1(=CC=CC=C1)P(C1=CC=CC=C1)C1=CC=CC=C1 (triphenylphosphine dibromide). Solvent: C(Cl)(Cl)Cl (chloroform). Reaction conditions: temperature 60 celsius. Yields the product Br[C@@H]([C@@H]1CN(CCO1)CC1=CC=CC=C1)C1=CC=CC=C1 ((2S)-2-[(R)-bromo(phenyl)methyl]-4-(phenylmethyl)morpholine). Yield: 80.6%. Reaction SMILES: [C:1]1([C@@H:7]([C@H:9]2[O:14][CH2:13][CH2:12][N:11]([CH2:15][C:16]3[CH:21]=[CH:20][CH:19]=[CH:18][CH:17]=3)[CH2:10]2)O)[CH:6]=[CH:5][CH:4]=[CH:3][CH:2]=1.[Br-:22].[Br-].C1(P(C2C=CC=CC=2)C2C=CC=CC=2)C=CC=CC=1>C(Cl)(Cl)Cl>[Br:22][C@H:7]([C:1]1[CH:6]=[CH:5][CH:4]=[CH:3][CH:2]=1)[C@H:9]1[O:14][CH2:13][CH2:12][N:11]([CH2:15][C:16]2[CH:21]=[CH:20][CH:19]=[CH:18][CH:17]=2)[CH2:10]1 |f:1.2.3|. Procedure details: To a solution of 4a (4.71 g, 16.6 mmol) in anhydrous chloroform (200 ml) under nitrogen was added triphenylphosphine dibromide (14.04 g, 33.26 mmol). The reaction mixture was heated at 60° C. overnight. The mixture was allowed to cool to room temperature then washed with saturated aqueous sodium carbonate solution, dried over sodium sulphate and concentrated in vacuo. The resulting residue was purified by flash chromatography on silica (eluent: ethyl acetate/isohexane gradient 10/90 to 30/70 [v/... Starting materials: ClC1=NC(=CC(=C1)C1=CN(C2=NC=CC=C21)S(=O)(=O)C2=CC=CC=C2)Cl (3-(2,6-dichloropyridin-4-yl)-1-(phenyl sulfonyl)-1H-pyrrolo[2,3-b]pyridine), C(C)(=O)N (acetamide), C([O-])([O-])=O.[Cs+].[Cs+] (cesium carbonate), CC1(C2=C(C(=CC=C2)P(C3=CC=CC=C3)C4=CC=CC=C4)OC5=C(C=CC=C51)P(C6=CC=CC=C6)C7=CC=CC=C7)C (Xantphos). The reagents and catalysts are C(C)(=O)[O-].[Pd+2].C(C)(=O)[O-] (palladium (II) acetate). Reaction conditions: temperature 85 celsius. Product: ClC1=CC(=CC(=N1)NC(C)=O)C1=CN(C2=NC=CC=C21)S(=O)(=O)C2=CC=CC=C2 (N-(6-chloro-4-(1-(phenylsulfonyl)-1H-pyrrolo[2,3-b]pyridin-3-yl)pyridin-2-yl)acetamide). Yield: 25.2%. As a reaction SMILES: Cl[C:2]1[CH:7]=[C:6]([C:8]2[C:16]3[C:11](=[N:12][CH:13]=[CH:14][CH:15]=3)[N:10]([S:17]([C:20]3[CH:25]=[CH:24][CH:23]=[CH:22][CH:21]=3)(=[O:19])=[O:18])[CH:9]=2)[CH:5]=[C:4]([Cl:26])[N:3]=1.[C:27]([NH2:30])(=[O:29])[CH3:28].C(=O)([O-])[O-].[Cs+].[Cs+].CC1(C)C2C(=C(P(C3C=CC=CC=3)C3C=CC=CC=3)C=CC=2)OC2C(P(C3C=CC=CC=3)C3C=CC=CC=3)=CC=CC1=2>C([O-])(=O)C.[Pd+2].C([O-])(=O)C>[Cl:26][C:4]1[N:3]=[C:2]([NH:30][C:27](=[O:29])[CH3:28])[CH:7]=[C:6]([C:8]2[C:16]3[C:11](=[N:12][CH:13]=[CH:14][CH:15]=3)[N:10]([S:17]([C:20]3[CH:21]=[CH:22][CH:23]=[CH:24][CH:25]=3)(=[O:19])=[O:18])[CH:9]=2)[CH:5]=1 |f:2.3.4,6.7.8|. Procedure details: A mixture of Example 7a (1.44 g, 3.57 mmol), acetamide (0.295 g, 4.99 mmol), cesium carbonate (1.743 g, 5.35 mmol), palladium (II) acetate (0.024 g, 0.107 mmol), and Xantphos (0.093 g, 0.161 mmol) was degassed and heated at 85° C. in a sealed vial for 6 hours. The reaction mixture was cooled and concentrated. The residue was treated with 20% brine and extracted with EtOAc (2×). The organic layers were dried, concentrated, and purified on a 40 g column using the ISCO Companion flash system elutin... RXN SMILES: [CH3:1][C:2]1[NH:3][C:4]2[C:5](=[O:14])[CH2:6][CH2:7][CH2:8][C:9]=2[C:10]=1[C:11]([OH:13])=O.[NH2:15][CH2:16][CH:17]([OH:22])[CH2:18][N:19]([CH3:21])[CH3:20]>>[CH3:20][N:19]([CH3:21])[CH2:18][CH:17]([OH:22])[CH2:16][NH:15][C:11]([C:10]1[C:9]2[CH2:8][CH2:7][CH2:6][C:5](=[O:14])[C:4]=2[NH:3][C:2]=1[CH3:1])=[O:13]. The yield is 81.8%. Reported procedure: Similar procedure as Example 13, 2-methyl-7-oxo-4,5,6,7-tetrahydro-1H-indole-3-carboxylic acid (S4) 0.2 g (1.0 mmol) and 1-amino-3-(dimethylamino)propan-2-ol 0.25 g (2.1 mmol) was reacted to give 0.24 g (82%) of the titled compound as a white solid. The product is CN(CC(CNC(=O)C1=C(NC=2C(CCCC12)=O)C)O)C (N-(3-(dimethylamino)-2-hydroxypropyl)-2-methyl-7-oxo-4,5,6,7-tetrahydro-1H-indole-3-carboxamide). Starting materials: CC=1NC=2C(CCCC2C1C(=O)O)=O (2-methyl-7-oxo-4,5,6,7-tetrahydro-1H-indole-3-carboxylic acid), NCC(CN(C)C)O (1-amino-3-(dimethylamino)propan-2-ol). Reactants: [N+](=O)([O-])C=1C=C(C=CC1)CCN1CCCC1 ([2-(3-nitrophenyl)ethyl]pyrrolidine). The reagents and catalysts are [Pd] (Pd/C). The solvent is CO (methanol). Yields the product N1(CCCC1)CCC=1C=C(C=CC1)N (3-(2-pyrrolidinylethyl)phenylamine). Reaction SMILES: [N+:1]([C:4]1[CH:5]=[C:6]([CH2:10][CH2:11][N:12]2[CH2:16][CH2:15][CH2:14][CH2:13]2)[CH:7]=[CH:8][CH:9]=1)([O-])=O>CO.[Pd]>[N:12]1([CH2:11][CH2:10][C:6]2[CH:5]=[C:4]([NH2:1])[CH:9]=[CH:8][CH:7]=2)[CH2:16][CH2:15][CH2:14][CH2:13]1. Procedure: The mixture containing [2-(3-nitrophenyl)ethyl]pyrrolidine in methanol with catalytic amount of 10% Pd/C was hydrogenated to yield 3-(2-pyrrolidinylethyl)phenylamine.